Dataset: the Open Reaction Database (ORD), a public repository of structured organic reaction records. Task: describe an organic reaction: reactants, conditions, products, and yield Reactants: Cl.N[C@H]([C@@H](CNC1(CC1)C1=CC(=CC=C1)C(F)(F)F)O)CC1=CC(=CC(=C1)F)F ((2R,3S)-3-amino-4-(3,5-difluorophenyl)-1-({1-[3-(trifluoromethyl)phenyl]cyclopropyl}amino)butan-2-ol hydrochloride), CS(=O)(=O)NC=1C=C(C=2CCN(C(C2C1)=O)C(CCC)CCC)C(=O)O (7-[(methylsulfonyl)amino]-1-oxo-2-(1-propylbutyl)-1,2,3,4-tetrahydroisoquinoline-5-carboxylic acid), Cl.CN(CCCN=C=NCC)C (1-(3-dimethylaminopropyl)-3-ethylcarbodiimide hydrochloride), ON1N=NC2=C1N=CC=C2 (1-hydroxy-7-azabenzotriazole). The solvent is C(C)(=O)OCC (ethyl acetate), O (water), CN(C=O)C (dimethylformamide), C(C)N(CC)CC (triethylamine). Reaction conditions: time 24 hour. The product is CS(=O)(=O)NC=1C=C(C=2CCN(C(C2C1)=O)C(CCC)CCC)C(=O)N (7-[(methylsulfonyl)amino]-1-oxo-2-(1-propylbutyl)-1,2,3,4-tetrahydroisoquinoline-5-carboxamide). As a reaction SMILES: Cl.[NH2:2][C@@H](CC1C=C(F)C=C(F)C=1)[C@H](O)CNC1(C2C=CC=C(C(F)(F)F)C=2)CC1.[CH3:30][S:31]([NH:34][C:35]1[CH:36]=[C:37]([C:53]([OH:55])=O)[C:38]2[CH2:39][CH2:40][N:41]([CH:46]([CH2:50][CH2:51][CH3:52])[CH2:47][CH2:48][CH3:49])[C:42](=[O:45])[C:43]=2[CH:44]=1)(=[O:33])=[O:32].ON1C2N=CC=CC=2N=N1.Cl.CN(C)CCCN=C=NCC>CN(C)C=O.C(OCC)(=O)C.O.C(N(CC)CC)C>[CH3:30][S:31]([NH:34][C:35]1[CH:36]=[C:37]([C:53]([NH2:2])=[O:55])[C:38]2[CH2:39][CH2:40][N:41]([CH:46]([CH2:50][CH2:51][CH3:52])[CH2:47][CH2:48][CH3:49])[C:42](=[O:45])[C:43]=2[CH:44]=1)(=[O:32])=[O:33] |f:0.1,4.5|. Procedure details: Added to a solution of 185 mg of (2R,3S)-3-amino-4-(3,5-difluorophenyl)-1-({1-[3-(trifluoromethyl)phenyl]cyclopropyl}amino)butan-2-ol hydrochloride (2:1), 150 mg of 7-[(methylsulfonyl)amino]-1-oxo-2-(1-propylbutyl)-1,2,3,4-tetrahydroisoquinoline-5-carboxylic acid and 0.176 cm3 of triethylamine in 1.6 cm3 of anhydrous dimethylformamide are 64 mg of 1-hydroxy-7-azabenzotriazole then 90 mg of 1-(3-dimethylaminopropyl)-3-ethylcarbodiimide hydrochloride. The solution is kept stirring for 24 h at a te... Reactants: O=C([O-])[O-], CN1C(=O)CCC2(C)c3ccc(S)cc3CCC12, CN(C)C=O, CCOC(C)=O, Cc1cccc2sc(Cl)nc12, [K+], [K+]. The product is Cc1cccc2sc(Sc3ccc4c(c3)CCC3N(C)C(=O)CCC43C)nc12. RXN SMILES: [C:19](=[O:20])([O-:21])[O-:22].[CH3:1][N:2]1[C:3](=[O:18])[CH2:4][CH2:5][C:6]2([CH3:17])[c:7]3[c:8]([cH:12][c:13]([SH:16])[cH:14][cH:15]3)[CH2:9][CH2:10][CH:11]12.[CH3:36][N:37]([CH3:38])[CH:39]=[O:40].[CH3:41][CH2:42][O:43][C:44](=[O:45])[CH3:46].[Cl:25][c:26]1[s:27][c:28]2[c:29]([n:30]1)[c:31]([CH3:35])[cH:32][cH:33][cH:34]2.[K+:23].[K+:24]>>[CH3:1][N:2]1[C:3](=[O:18])[CH2:4][CH2:5][C:6]2([CH3:17])[c:7]3[c:8]([cH:12][c:13]([S:16][c:26]4[s:27][c:28]5[c:29]([n:30]4)[c:31]([CH3:35])[cH:32][cH:33][cH:34]5)[cH:14][cH:15]3)[CH2:9][CH2:10][CH:11]12. Starting materials: CC(C)(C)C(=O)Oc1ccc(CO)cc1, CC(=O)OCC1=C(C(=O)O)N2C(=O)C(N)C2SC1, C(=NC1CCCCC1)=NC1CCCCC1, [Na], CN(C)C=O. Yields the product CC(=O)OCC1=C(C(=O)OCc2ccc(OC(=O)C(C)(C)C)cc2)N2C(=O)C(N)C2SC1. As a reaction SMILES: [C:20]([C:21]([CH3:22])([CH3:23])[CH3:24])(=[O:25])[O:26][c:27]1[cH:28][cH:29][c:30]([CH2:31][OH:32])[cH:33][cH:34]1.[C:2]([CH3:3])(=[O:4])[O:5][CH2:6][C:7]1=[C:8]([C:17](=[O:18])[OH:19])[N:9]2[C:10](=[O:16])[CH:11]([NH2:15])[CH:12]2[S:13][CH2:14]1.[CH:35]1([N:36]=[C:37]=[N:38][CH:39]2[CH2:40][CH2:41][CH2:42][CH2:43][CH2:44]2)[CH2:45][CH2:46][CH2:47][CH2:48][CH2:49]1.[Na:1].[O:50]=[CH:51][N:52]([CH3:53])[CH3:54]>>[C:2]([CH3:3])(=[O:4])[O:5][CH2:6][C:7]1=[C:8]([C:17]([O:18][CH2:31][c:30]2[cH:29][cH:28][c:27]([O:26][C:20]([C:21]([CH3:22])([CH3:23])[CH3:24])=[O:25])[cH:34][cH:33]2)=[O:19])[N:9]2[C:10](=[O:16])[CH:11]([NH2:15])[CH:12]2[S:13][CH2:14]1. Starting materials: O (water), ClC=1C=CC=C2C=C(N=C(C12)C#N)[C@H](C)NC1=C2N=CN(C2=NC=N1)CC1=CC=C(C=C1)OC ((S)-8-chloro-3-(1-((9-(4-methoxybenzyl)-9H-purin-6-yl)amino)ethyl)isoquinoline-1-carbonitrile), Cl.NO (hydroxylamine hydrochloride), [OH-].[Na+] (NaOH). The solvent is CCO (EtOH). The product is ClC=1C=CC=C2C=C(N=C(C12)/C(/N)=N/O)[C@H](C)NC1=C2N=CN(C2=NC=N1)CC1=CC=C(C=C1)OC ((S,Z)-8-chloro-N′-hydroxy-3-(1-((9-(4-methoxybenzyl)-9H-purin-6-yl)amino)ethyl)isoquinoline-1-carboximidamide). RXN SMILES: [Cl:1][C:2]1[CH:3]=[CH:4][CH:5]=[C:6]2[C:11]=1[C:10]([C:12]#[N:13])=[N:9][C:8]([C@@H:14]([NH:16][C:17]1[N:25]=[CH:24][N:23]=[C:22]3[C:18]=1[N:19]=[CH:20][N:21]3[CH2:26][C:27]1[CH:32]=[CH:31][C:30]([O:33][CH3:34])=[CH:29][CH:28]=1)[CH3:15])=[CH:7]2.Cl.[NH2:36][OH:37].[OH-].[Na+].O>CCO>[Cl:1][C:2]1[CH:3]=[CH:4][CH:5]=[C:6]2[C:11]=1[C:10](/[C:12](=[N:36]/[OH:37])/[NH2:13])=[N:9][C:8]([C@@H:14]([NH:16][C:17]1[N:25]=[CH:24][N:23]=[C:22]3[C:18]=1[N:19]=[CH:20][N:21]3[CH2:26][C:27]1[CH:28]=[CH:29][C:30]([O:33][CH3:34])=[CH:31][CH:32]=1)[CH3:15])=[CH:7]2 |f:1.2,3.4|. Reported procedure: A mixture of (S)-8-chloro-3-(1-((9-(4-methoxybenzyl)-9H-purin-6-yl)amino)ethyl)isoquinoline-1-carbonitrile 29 (600 mg, 1.28 mmol, 1.0 eq), hydroxylamine hydrochloride (269 mg, 3.84 mmol, 3 eq) and NaOH (154 mg, 3.84 mmol, 3 eq) in EtOH (15 mL) was stirred at reflux 4 h. The mixture was cooled to RT, poured into water (100 mL) and then extracted with DCM (3×100 mL). The combined organic layers were washed with brine, dried over Na2SO4 and filtered. The filtrate was concentrated in vacuo and the r... Starting materials: COC(=O)c1nc(C(F)(F)F)n2c1CN(C(=O)CC(Cc1cc(F)c(F)cc1F)NC(=O)OC(C)(C)C)CC2, CO, Cl, [Na+], [OH-]. The product is CC(C)(C)OC(=O)NC(CC(=O)N1CCn2c(C(F)(F)F)nc(C(=O)O)c2C1)Cc1cc(F)c(F)cc1F. RXN SMILES: [CH3:1][O:2][C:3](=[O:4])[c:5]1[n:6][c:7]([C:36]([F:37])([F:38])[F:39])[n:8]2[c:9]1[CH2:10][N:11]([C:14]([CH2:15][CH:16]([CH2:17][c:18]1[c:19]([F:26])[cH:20][c:21]([F:25])[c:22]([F:24])[cH:23]1)[NH:27][C:28](=[O:29])[O:30][C:31]([CH3:32])([CH3:33])[CH3:34])=[O:35])[CH2:12][CH2:13]2.[CH3:43][OH:44].[ClH:42].[Na+:41].[OH-:40]>>[O:2]=[C:3]([OH:4])[c:5]1[n:6][c:7]([C:36]([F:37])([F:38])[F:39])[n:8]2[c:9]1[CH2:10][N:11]([C:14]([CH2:15][CH:16]([CH2:17][c:18]1[c:19]([F:26])[cH:20][c:21]([F:25])[c:22]([F:24])[cH:23]1)[NH:27][C:28](=[O:29])[O:30][C:31]([CH3:32])([CH3:33])[CH3:34])=[O:35])[CH2:12][CH2:13]2. The reactants are N[C@@H](CO)C1=CC=CC=C1 ((2R)-2-amino-2-phenylethanol), C(CCCCC)N=C=O (hexyl isocyanate). Run in C(Cl)Cl (methylene chloride). Run at temperature 0 celsius, time 30 minute. Product: C(CCCCC)NC(N[C@@H](CO)C1=CC=CC=C1)=O ((2R)-2-(N′-Hexylureido)-2-phenylethanol). Reaction SMILES: [NH2:1][C@H:2]([C:5]1[CH:10]=[CH:9][CH:8]=[CH:7][CH:6]=1)[CH2:3][OH:4].[CH2:11]([N:17]=[C:18]=[O:19])[CH2:12][CH2:13][CH2:14][CH2:15][CH3:16]>C(Cl)Cl>[CH2:11]([NH:17][C:18](=[O:19])[NH:1][C@H:2]([C:5]1[CH:10]=[CH:9][CH:8]=[CH:7][CH:6]=1)[CH2:3][OH:4])[CH2:12][CH2:13][CH2:14][CH2:15][CH3:16]. Reported procedure: (2R)-2-amino-2-phenylethanol (960 mg) was dissolved in methylene chloride (20 ml) and cooled to 0° C. To the mixture was added hexyl isocyanate (1.0 ml) and the mixture was stirred for 30 minutes at 0° C. and then stirred for 1 hour at room temperature. The solution was washed with 1N hydrochloric acid and a saturated aqueous solution of sodium chloride, successively, dried and concentrated under reduced pressure. The obtained crystal was washed with diethyl ether to give the title compound (930... Reactants: O (Water), C(O)([O-])=O.[Na+] (Sodium hydrogencarbonate), CI (methyl iodide), C(C)OC=1C=C(C=CC1OCC)C=1SC=C(N1)CCC(=O)C1=C(C(=O)O)C=CC=C1 (2-{3-[2-(3,4-diethoxyphenyl)thiazole-4-yl]propionyl}benzoic acid). Run in C(C)(=O)OCC (ethyl acetate), CN(C)C=O (DMF). Conditions: time 8 hour. The product is C(C)OC=1C=C(C=CC1OCC)C=1SC=C(N1)CCC(=O)C1=C(C(=O)OC)C=CC=C1 (methyl 2-{3-[2-(3,4-diethoxyphenyl)thiazole-4-yl]propionyl}benzoate). Isolated yield 92.0%. As a reaction SMILES: [C:1](=O)([O-])O.[Na+].CI.[CH2:8]([O:10][C:11]1[CH:12]=[C:13]([C:20]2[S:21][CH:22]=[C:23]([CH2:25][CH2:26][C:27]([C:29]3[CH:37]=[CH:36][CH:35]=[CH:34][C:30]=3[C:31]([OH:33])=[O:32])=[O:28])[N:24]=2)[CH:14]=[CH:15][C:16]=1[O:17][CH2:18][CH3:19])[CH3:9].O>CN(C=O)C.C(OCC)(=O)C>[CH2:8]([O:10][C:11]1[CH:12]=[C:13]([C:20]2[S:21][CH:22]=[C:23]([CH2:25][CH2:26][C:27]([C:29]3[CH:37]=[CH:36][CH:35]=[CH:34][C:30]=3[C:31]([O:33][CH3:1])=[O:32])=[O:28])[N:24]=2)[CH:14]=[CH:15][C:16]=1[O:17][CH2:18][CH3:19])[CH3:9] |f:0.1|. Procedure: Sodium hydrogencarbonate (79 mg, 0.94 mmol) and methyl iodide (0.04 ml, 0.56 mmol) were added to a solution (4 ml) of 2-{3-[2-(3,4-diethoxyphenyl)thiazole-4-yl]propionyl}benzoic acid (200 mg, 0.47 mmol) in DMF, followed by stirring at room temperature overnight. Water was added to the reaction mixture, and extraction with ethyl acetate was performed. The organic layer was washed with a saturated salt solution, and dried over anhydrous magnesium sulfate. The solvent was distilled off under reduce... Starting materials: [BH4-], N#Cc1cc(F)cc(C(=O)CBr)c1F, CO, Cl, [Na+]. Yields the product N#Cc1cc(F)cc(C(O)CBr)c1F. RXN SMILES: [BH4-:15].[Br:1][CH2:2][C:3](=[O:4])[c:5]1[c:6]([F:14])[c:7]([C:8]#[N:9])[cH:10][c:11]([F:13])[cH:12]1.[CH3:18][OH:19].[ClH:17].[Na+:16]>>[Br:1][CH2:2][CH:3]([OH:4])[c:5]1[c:6]([F:14])[c:7]([C:8]#[N:9])[cH:10][c:11]([F:13])[cH:12]1. Starting materials: [OH-].[Na+] (Sodium hydroxide), [BH4-].[Na+] (NaBH4), B(F)(F)F (BF3), OO (H2O2), [H-] (hydride), CC1(CCCC(=C)C1=C)C (Delta-Pyronene). Run in COCCOCCOC (diglyme), O (H2O), COCCOCCOC (diglyme). Run at time 30 minute. Product: C=C1C(C(CCC1)(C)C)CO (1-methylene-2-hydroxymethyl-3,3-dimethylcyclohexane), OCC1C(C(CCC1)(C)C)=C (1-hydroxymethyl-2-methylene-3,3-dimethylcyclohexane). The yield is 90.0%. Reaction SMILES: [CH3:1][C:2]1([CH3:10])[C:8](=[CH2:9])[C:6](=[CH2:7])[CH2:5][CH2:4][CH2:3]1.[BH4-].[Na+].B(F)(F)F.[H-].[OH-:18].[Na+].OO>COCCOCCOC.O>[CH2:7]=[C:6]1[CH2:5][CH2:4][CH2:3][C:2]([CH3:10])([CH3:1])[CH:8]1[CH2:9][OH:18].[OH:18][CH2:7][CH:6]1[CH2:5][CH2:4][CH2:3][C:2]([CH3:10])([CH3:1])[C:8]1=[CH2:9] |f:1.2,5.6|. Reported procedure: Delta-Pyronene (27.2 g.) in 100 ml diglyme was stirred at 25° C. with 2.3 g. NaBH4, and a solution of 10.1 ml BF3 etherate in 16 ml diglyme was added thereto over a period of 30 minutes. After completion of the addition, the reaction mixture was stirred for 1 hour at 25° after which excess hydride was decomposed with 20 ml H2O. Sodium hydroxide (22 ml of 13% solution) then was added followed by the addition of 20 ml of 30% H2O2 over a 20-30 minute period. This mixture was stirred for 1 hour at 2... Starting materials: FC1=CC=C(OCCOC2=C(C=C(C=C2)CC#N)OC)C=C1 ({4-[2-(4-fluoro-phenoxy)-ethoxy]-3-methoxy-phenyl}-acetonitrile), N (ammonia). Reagents/catalysts: [Ni] (Raney-nickel). Run in O1CCCC1 (tetrahydrofuran). Conditions: time 2 hour. Product: FC1=CC=C(OCCOC2=C(C=C(C=C2)CCN)OC)C=C1 (2-{4-[2-(4-Fluoro-phenoxy)-ethoxy]-3-methoxy-phenyl}-ethylamine). As a reaction SMILES: [F:1][C:2]1[CH:22]=[CH:21][C:5]([O:6][CH2:7][CH2:8][O:9][C:10]2[CH:15]=[CH:14][C:13]([CH2:16][C:17]#[N:18])=[CH:12][C:11]=2[O:19][CH3:20])=[CH:4][CH:3]=1.N>O1CCCC1.[Ni]>[F:1][C:2]1[CH:3]=[CH:4][C:5]([O:6][CH2:7][CH2:8][O:9][C:10]2[CH:15]=[CH:14][C:13]([CH2:16][CH2:17][NH2:18])=[CH:12][C:11]=2[O:19][CH3:20])=[CH:21][CH:22]=1. Reported procedure: A mixture of {4-[2-(4-fluoro-phenoxy)-ethoxy]-3-methoxy-phenyl}-acetonitrile (14.8 g), liquid ammonia (8.4 g) and Raney-nickel (4.5 g) in tetrahydrofuran (120 ml) is shaken in an autoclave under hydrogen (130 bar) at +60° C. for 2 hours. The reaction mixture is filtered and evaporated. 2-{4-[2-(4-Fluoro-phenoxy)-ethoxy]-3-methoxy-phenyl}-ethylamine is obtained as an oil.